This data is from the Open Reaction Database (ORD), a public repository of structured organic reaction records. The task is: describe an organic reaction: reactants, conditions, products, and yield Starting materials: ClC1=C(C=CC(=C1)I)NC1=C(C(=O)O)C=CN=C1 (3-[(2-chloro-4-iodophenyl)amino]isonicotinic acid), ClC1=C(C=CC(=C1)I)NC1=C(C(=O)O)C=CN=C1 (3-[(2-chloro-4-iodophenyl)amino]isonicotinic acid), CN (monomethylamine). Product: ClC1=C(C=CC(=C1)I)NC1=C(C(=O)NC)C=CN=C1 (3-[(2-chloro-4-iodophenyl)amino]-N-methylisonicotinamide). As a reaction SMILES: [Cl:1][C:2]1[CH:7]=[C:6]([I:8])[CH:5]=[CH:4][C:3]=1[NH:9][C:10]1[CH:18]=[N:17][CH:16]=[CH:15][C:11]=1[C:12]([OH:14])=O.[CH3:19][NH2:20]>>[Cl:1][C:2]1[CH:7]=[C:6]([I:8])[CH:5]=[CH:4][C:3]=1[NH:9][C:10]1[CH:18]=[N:17][CH:16]=[CH:15][C:11]=1[C:12]([NH:20][CH3:19])=[O:14]. Procedure details: 3-[(2-chloro-4-iodophenyl)amino]-N-methylisonicotinamide was synthesized according to the procedure for General Method 1, outlined above, starting with 0.32 mmol of 3-[(2-chloro-4-iodophenyl)amino]isonicotinic acid (intermediate 2) and 0.43 mmol of monomethylamine LC/MS [9.23 min; 389 (M+1)]